From a dataset of the Open Reaction Database (ORD), a public repository of structured organic reaction records. describe an organic reaction: reactants, conditions, products, and yield The yield is 74.0%. Reaction SMILES: [C:1]1([C:7]2[C:8](=[O:20])[O:9][C:10]3[C:15]([C:16]=2[OH:17])=[CH:14][CH:13]=[CH:12][C:11]=3[O:18][CH3:19])[CH:6]=[CH:5][CH:4]=[CH:3][CH:2]=1.[O:21]1[CH2:26][CH2:25][N:24]([CH2:27][CH2:28]Cl)[CH2:23][CH2:22]1>>[CH3:19][O:18][C:11]1[CH:12]=[CH:13][CH:14]=[C:15]2[C:10]=1[O:9][C:8](=[O:20])[C:7]([C:1]1[CH:2]=[CH:3][CH:4]=[CH:5][CH:6]=1)=[C:16]2[O:17][CH2:28][CH2:27][N:24]1[CH2:25][CH2:26][O:21][CH2:22][CH2:23]1. The reactants are C1(=CC=CC=C1)C=1C(OC2=C(C=CC=C2C1O)OC)=O (3-phenyl-4-hydroxy-8-methoxy-coumarin), O1CCN(CC1)CCCl (2-morpholino-1-chlorethane). Reported procedure: This compound is prepared according to the method of Example 8 from 45.6 g. (0.17 mol) of 3-phenyl-4-hydroxy-8-methoxy-coumarin and 30.5 g. (0.24 mol) of 2-morpholino-1-chlorethane. After recrystallisation from isopropanol, 48 g. are isolated; M.P. 90°-91° C. Yield 74% (theoretical yield 65.0 g.). Product: COC=1C=CC=C2C(=C(C(OC12)=O)C1=CC=CC=C1)OCCN1CCOCC1 (8-Methoxy-4-(2'-morpholinoethoxy)-3-phenyl-coumarin). The reactants are C(C)(=O)OC(C)=O (acetic anhydride), C(=O)O (formic acid), [Si](C)(C)(C(C)(C)C)O[C@H]1[C@@H](O[C@@H]([C@H]1O[Si](C)(C)C(C)(C)C)C)N1C(=O)N=C(N)C(=C1)F (2',3'-bis-O-(tert-butyldimethylsilyl)-5'-deoxy-5-fluorocytidine). Solvent: N1=CC=CC=C1 (pyridine). Run at temperature 50 celsius, time 50 minute. Product: [Si](C)(C)(C(C)(C)C)O[C@H]1[C@@H](O[C@@H]([C@H]1O[Si](C)(C)C(C)(C)C)C)N1C(=O)N=C(NC=O)C(=C1)F (2',3'-bis-O-(tert-butyldimethylsilyl)-5 '-deoxy-5-fluoro-N4 -formylcytidine). Reaction SMILES: C(OC(=O)C)(=O)C.[CH:8]([OH:10])=O.[Si:11]([O:18][C@@H:19]1[C@H:23]([O:24][Si:25]([C:28]([CH3:31])([CH3:30])[CH3:29])([CH3:27])[CH3:26])[C@@H:22]([CH3:32])[O:21][C@H:20]1[N:33]1[CH:40]=[C:39]([F:41])[C:37]([NH2:38])=[N:36][C:34]1=[O:35])([C:14]([CH3:17])([CH3:16])[CH3:15])([CH3:13])[CH3:12]>N1C=CC=CC=1>[Si:11]([O:18][C@@H:19]1[C@H:23]([O:24][Si:25]([C:28]([CH3:30])([CH3:31])[CH3:29])([CH3:27])[CH3:26])[C@@H:22]([CH3:32])[O:21][C@H:20]1[N:33]1[CH:40]=[C:39]([F:41])[C:37]([NH:38][CH:8]=[O:10])=[N:36][C:34]1=[O:35])([C:14]([CH3:15])([CH3:16])[CH3:17])([CH3:13])[CH3:12]. Reported procedure: To ice cooled acetic anhydride (0.57 ml) was added dropwise 99% formic acid (286 μl). The solution was stirred for 15 minutes at 0° C. and for 50 minutes at 50° C., and then cooled to 0° C. To the solution was added 2',3'-bis-O-(tert-butyldimethylsilyl)-5'-deoxy-5-fluorocytidine (473 mg) obtained in Reference example (a) in dry pyridine (5 ml) at 0° C. The reaction mixture was stirred for 10 minutes at 0° C. and for 26 hours at room temperature. After removal of the solvent under reduced pressur... Procedure details: Following the general method as outlined in Example 22, starting from (2S,4EZ)-1-(tert-butoxycarbonyl)-4-(methoxyimino)-2-pyrrolidinecarboxylic acid, 2′,3-dimethyl[1,1′-biphenyl]-4-carboxylic acid, and 4-[(1RS)-2-amino-1-hydroxyethyl]phenol, the title compound was obtained in 90% purity by HPLC. MS(ESI+): m/z=502. Starting materials: C(C)(C)(C)OC(=O)N1[C@@H](CC(C1)=NOC)C(=O)O ((2S,4EZ)-1-(tert-butoxycarbonyl)-4-(methoxyimino)-2-pyrrolidinecarboxylic acid), CC1=C(C=CC=C1)C1=CC(=C(C=C1)C(=O)O)C (2′,3-dimethyl[1,1′-biphenyl]-4-carboxylic acid), NCC(O)C1=CC=C(C=C1)O (4-[(1RS)-2-amino-1-hydroxyethyl]phenol). Reaction SMILES: C(O[C:6]([N:8]1[CH2:12][C:11](=[N:13][O:14][CH3:15])[CH2:10][C@H:9]1[C:16]([OH:18])=O)=[O:7])(C)(C)C.[CH3:19][C:20]1[CH:25]=[CH:24][CH:23]=[CH:22][C:21]=1[C:26]1[CH:31]=[CH:30][C:29](C(O)=O)=[C:28]([CH3:35])[CH:27]=1.[NH2:36][CH2:37][CH:38]([C:40]1[CH:45]=[CH:44][C:43]([OH:46])=[CH:42][CH:41]=1)[OH:39]>>[CH3:19][C:20]1[CH:25]=[CH:24][CH:23]=[CH:22][C:21]=1[C:26]1[CH:31]=[CH:30][C:29]([C:6]([N:8]2[CH2:12][C:11](=[N:13][O:14][CH3:15])[CH2:10][C@H:9]2[C:16]([NH:36][CH2:37][CH:38]([OH:39])[C:40]2[CH:45]=[CH:44][C:43]([OH:46])=[CH:42][CH:41]=2)=[O:18])=[O:7])=[C:28]([CH3:35])[CH:27]=1. The product is CC1=C(C=CC=C1)C1=CC(=C(C=C1)C(=O)N1[C@@H](CC(C1)=NOC)C(=O)NCC(C1=CC=C(C=C1)O)O)C ((2S,4EZ)-1-[(2′,3-dimethyl[1,1′-biphenyl]-4-yl)carbonyl]-N-[(2RS)-2-hydroxy-2-(4-hydroxyphenyl)ethyl]-4-(methoxyimino)-2-pyrrolidinecarboxamide). Starting materials: NCC1N(C(COC1)CN)CC1=CC=CC=C1 (3,5-Bis-aminomethyl-4-benzylmorpholine), C(=O)[O-].[NH4+] (Ammonium-formiate). Reagents/catalysts: [Pd] (palladium on activated carbon). The solvent is CO (methanol). Conditions: temperature 50 celsius, time 3 hour. The product is NCC1NC(COC1)CN (3,5-Bis-aminomethyl-morpholine). RXN SMILES: [NH2:1][CH2:2][CH:3]1[CH2:8][O:7][CH2:6][CH:5]([CH2:9][NH2:10])[N:4]1CC1C=CC=CC=1.C([O-])=O.[NH4+]>CO.[Pd]>[NH2:1][CH2:2][CH:3]1[CH2:8][O:7][CH2:6][CH:5]([CH2:9][NH2:10])[NH:4]1 |f:1.2|. Procedure: 3,5-Bis-aminomethyl-4-benzylmorpholine (1.3 g, 5.5 mmol) was dissolved in methanol (50 ml). Ammonium-formiate (1.4 g, 22 mmol) and palladium on activated carbon (10%, 5 g) were added. The reaction mixture was stirred at 50° C. under nitrogen for 3 hours. The catalyst was then filtered off and washed with several small portions of methanol and the solution evaporated to dryness. The tri-amine was used direcly in the next reaction step. FAB/MS: 146 (M+1). The reactants are CCOC(=N)CC(=O)OCC, CCO, Cl, Nc1ccc(F)c(F)c1F. Product: CCOC(=O)CC(=Nc1ccc(F)c(F)c1F)OCC. As a reaction SMILES: [CH2:12]([CH3:13])[O:14][C:15](=[O:16])[CH2:17][C:18]([O:19][CH2:20][CH3:21])=[NH:22].[CH3:23][CH2:24][OH:25].[ClH:11].[F:1][c:2]1[c:3]([NH2:4])[cH:5][cH:6][c:7]([F:10])[c:8]1[F:9]>>[F:1][c:2]1[c:3]([N:4]=[C:18]([CH2:17][C:15]([O:14][CH2:12][CH3:13])=[O:16])[O:19][CH2:20][CH3:21])[cH:5][cH:6][c:7]([F:10])[c:8]1[F:9].